Dataset: the Open Reaction Database (ORD), a public repository of structured organic reaction records. Task: describe an organic reaction: reactants, conditions, products, and yield The reactants are C(C)(=O)N1CC2=C(C=CC=C2CC1)N (N-acetyl-8-amino-1,2,3,4 tetrahydroisoquinoline), S(=O)=O (sulfur dioxide), diazonium salt, cupric chloride dihydrate, Cl (hydrochloric acid), N(=O)[O-].[Na+] (sodium nitrite), [Cl-].[K+] (potassium chloride). Run in O1CCOCC1 (dioxane), O (water), O (water). Conditions: temperature 0 celsius, time 1 hour. The product is C(C)(=O)N1CC2=C(C=CC=C2CC1)S(=O)(=O)Cl (N-acetyl-8-chlorosulfonyl-1,2,3,4-tetrahydroisoquinoline). Reaction SMILES: [C:1]([N:4]1[CH2:13][CH2:12][C:11]2[C:6](=[C:7](N)[CH:8]=[CH:9][CH:10]=2)[CH2:5]1)(=[O:3])[CH3:2].[ClH:15].N([O-])=O.[Na+].[S:20](=[O:22])=[O:21].[Cl-].[K+]>O.O1CCOCC1>[C:1]([N:4]1[CH2:13][CH2:12][C:11]2[C:6](=[C:7]([S:20]([Cl:15])(=[O:22])=[O:21])[CH:8]=[CH:9][CH:10]=2)[CH2:5]1)(=[O:3])[CH3:2] |f:2.3,5.6|. Procedure: A solution (1.9 gm., 0.01 m.) of N-acetyl-8-amino-1,2,3,4 tetrahydroisoquinoline in 10 ml. of concentrated hydrochloric acid is stirred and then cooled to 0° C. The solution is then diazotized by the addition of (0.9 gm., 0.013 m.) sodium nitrite dissolved in 6 ml. of water. The solution of the diazonium salt is added to a mixture of 9 ml. of dioxane saturated with sulfur dioxide containing (1.2 gm., 0.016 m.) potassium chloride and (0.9 gm., 0.004 m.) cupric chloride dihydrate. The mixture is s... The reactants are O=C([O-])O, CCC=CCBr, CO, [Na+], c1c[nH]cn1. The product is CCC=CCn1ccnc1. Reaction SMILES: [C:12](=[O:13])([OH:14])[O-:15].[CH2:1]([CH:2]=[CH:3][CH2:4][CH3:5])[Br:6].[CH3:17][OH:18].[Na+:16].[nH:7]1[cH:8][n:9][cH:10][cH:11]1>>[CH2:1]([CH:2]=[CH:3][CH2:4][CH3:5])[n:7]1[cH:8][n:9][cH:10][cH:11]1. Starting materials: [OH-].[Na+] (sodium hydroxide), N1N=NN=C1NC(=O)C1=CN=C2SC3=C(N2C1=O)C=C(C=C3)[N+](=O)[O-] (N-(5-tetrazolyl)-7-nitro-4-oxo-4H-pyrimido[2,1-b]benzothiazole-3-carboxamide), O (water), [H][H] (hydrogen), 30. The reagents and catalysts are [Pt]=O (Platinum oxide). Run in CN(C=O)C (dimethylformamide). The product is N1N=NN=C1NC(=O)C1=CN=C2SC3=C(N2C1=O)C=C(C=C3)N (N-(5-Tetrazolyl)-7-amino-4-oxo-4H-pyrimido[2,1-b]benzothiazole-3-carboxamide). Reaction SMILES: [NH:1]1[C:5]([NH:6][C:7]([C:9]2[C:17](=[O:18])[N:16]3[C:12]([S:13][C:14]4[CH:22]=[CH:21][C:20]([N+:23]([O-])=O)=[CH:19][C:15]=43)=[N:11][CH:10]=2)=[O:8])=[N:4][N:3]=[N:2]1.O.[OH-].[Na+].[H][H]>[Pt]=O.CN(C)C=O>[NH:1]1[C:5]([NH:6][C:7]([C:9]2[C:17](=[O:18])[N:16]3[C:12]([S:13][C:14]4[CH:22]=[CH:21][C:20]([NH2:23])=[CH:19][C:15]=43)=[N:11][CH:10]=2)=[O:8])=[N:4][N:3]=[N:2]1 |f:2.3|. Procedure: To a suspension of 4.5 g. of N-(5-tetrazolyl)-7-nitro-4-oxo-4H-pyrimido[2,1-b]benzothiazole-3-carboxamide in 50 ml. of water and 25 ml. of dimethylformamide is added sufficient 1N aqueous sodium hydroxide to effect a solution. Platinum oxide (300 mg.) is added and the suspension shaken in a hydrogen atmosphere at an initial pressure of 30 p.s.i. When the theoretical amount of hydrogen is absorbed the spent catalyst is filtered and the filtrate treated with sufficient 6N hydrochloric acid to regi...